Dataset: the Open Reaction Database (ORD), a public repository of structured organic reaction records. Task: describe an organic reaction: reactants, conditions, products, and yield Reactants: CN(C)C=Cc1ccc2c(c1[N+](=O)[O-])C(=O)c1ccccc1C2=O, Cl, O. Product: O=CCc1ccc2c(c1[N+](=O)[O-])C(=O)c1ccccc1C2=O. Reaction SMILES: [CH3:1][N:2]([CH:3]=[CH:4][c:5]1[c:6]([N+:21](=[O:22])[O-:23])[c:7]2[c:16]([cH:17][cH:18]1)[C:15](=[O:19])[c:14]1[c:9]([cH:10][cH:11][cH:12][cH:13]1)[C:8]2=[O:20])[CH3:24].[ClH:25].[OH2:26]>>[CH:3]([CH2:4][c:5]1[c:6]([N+:21](=[O:22])[O-:23])[c:7]2[c:16]([cH:17][cH:18]1)[C:15](=[O:19])[c:14]1[c:9]([cH:10][cH:11][cH:12][cH:13]1)[C:8]2=[O:20])=[O:26]. The reactants are ClC=1C=CC=C2C=C(C(=NC12)OC1=CC=CC=C1)CCl (8-chloro-3-(chloromethyl)-2-phenoxyquinoline), [N-]=[N+]=[N-].[Na+] (NaN3). The solvent is O (water), CS(=O)C (DMSO). Run at time 4 hour. Product: ClC=1C=CC=C2C=C(C(=NC12)OC1=CC=CC=C1)CN ((8-chloro-2-phenoxyquinolin-3-yl)methanamine). As a reaction SMILES: [Cl:1][C:2]1[CH:3]=[CH:4][CH:5]=[C:6]2[C:11]=1[N:10]=[C:9]([O:12][C:13]1[CH:18]=[CH:17][CH:16]=[CH:15][CH:14]=1)[C:8]([CH2:19]Cl)=[CH:7]2.[N-:21]=[N+]=[N-].[Na+]>CS(C)=O.O>[Cl:1][C:2]1[CH:3]=[CH:4][CH:5]=[C:6]2[C:11]=1[N:10]=[C:9]([O:12][C:13]1[CH:18]=[CH:17][CH:16]=[CH:15][CH:14]=1)[C:8]([CH2:19][NH2:21])=[CH:7]2 |f:1.2|. Procedure details: To a solution of 8-chloro-3-(chloromethyl)-2-phenoxyquinoline (1 eq) in DMSO (0.25 M) was added NaN3 (3 eq) at rt and the mixture was stirred for 4 h at rt. The mixture was diluted with water, extracted with EtOAc (2 times) and the combined organic layers were washed with water (2 times), dried over Na2SO4, filtered, and concentrated under reduced pressure. The residue was dissolved in MeOH and treated with 10% Pd—C (5 wt %) and the mixture was then stirred under H2 balloon over night. The mixtu...